This data is from the Open Reaction Database (ORD), a public repository of structured organic reaction records. The task is: describe an organic reaction: reactants, conditions, products, and yield Starting materials: N1[C@H](C(=O)O)CCC1 (L-Proline), N1=CC=CC2=CC(=CC=C12)CCC=O (3-quinolin-6-ylpropanal), ClN1C(CCC1=O)=O (N-chlorosuccinimide). The solvent is C(Cl)(Cl)Cl (chloroform). Reaction conditions: time 1 hour. The product is ClC(C=O)CC=1C=C2C=CC=NC2=CC1 (2-Chloro-3-quinolin-6-ylpropanal). Reaction SMILES: N1CCC[C@H]1C(O)=O.[N:9]1[C:18]2[C:13](=[CH:14][C:15]([CH2:19][CH2:20][CH:21]=[O:22])=[CH:16][CH:17]=2)[CH:12]=[CH:11][CH:10]=1.[Cl:23]N1C(=O)CCC1=O>C(Cl)(Cl)Cl>[Cl:23][CH:20]([CH2:19][C:15]1[CH:14]=[C:13]2[C:18](=[CH:17][CH:16]=1)[N:9]=[CH:10][CH:11]=[CH:12]2)[CH:21]=[O:22]. Procedure details: L-Proline (410 mg, 3.5 mmol) was added to a solution of 3-quinolin-6-ylpropanal (3.27 g, 17.6 mmol, Example 1, Step 6) in chloroform (39 mL) at 0° C. followed by addition of N-chlorosuccinimide (2.48 g, 18.5 mmol) and the reaction mixture was slowly warmed to ambient temperature and stirred for 1 h, monitoring by LCMS. The solvent was concentrated under reduced pressure and the residue was purified on a silica gel column with ethyl acetate in hexane (0-50%) to give the desired product. (95%) LCM...